Dataset: the Open Reaction Database (ORD), a public repository of structured organic reaction records. Task: describe an organic reaction: reactants, conditions, products, and yield Starting materials: C1(CC1)ON=C(C(=O)N[C@H]1[C@@H]2N(C(=C(CS2)CCl)C(=O)OC(C2=CC=CC=C2)C2=CC=CC=C2)C1=O)C=1N=C(SC1)NC=O (benzhydryl 7β-[2-cyclopropyloxyimino-2-(2-formamidothiazol-4-yl)acetamido]-3-chloromethyl-3-cephem-4-carboxylate), ClC1=CC(=CC=C1)C(=O)OO (m-chloroperbenzoic acid). Run in C(Cl)Cl (methylene chloride), C(Cl)Cl (methylene chloride). Reaction conditions: time 1.5 hour. The product is C1(CC1)ON=C(C(=O)N[C@H]1[C@@H]2N(C(=C(CS2=O)CCl)C(=O)OC(C2=CC=CC=C2)C2=CC=CC=C2)C1=O)C=1N=C(SC1)NC=O (benzhydryl 7β-[2-cyclopropyloxyimino-2-(2-formamidothiazol-4-yl)acetamido]-3-chloromethyl-3-cephem-4carboxylate 1-oxide). Reaction SMILES: [CH:1]1([O:4][N:5]=[C:6]([C:37]2[N:38]=[C:39]([NH:42][CH:43]=[O:44])[S:40][CH:41]=2)[C:7]([NH:9][C@@H:10]2[C:35](=[O:36])[N:12]3[C:13]([C:19]([O:21][CH:22]([C:29]4[CH:34]=[CH:33][CH:32]=[CH:31][CH:30]=4)[C:23]4[CH:28]=[CH:27][CH:26]=[CH:25][CH:24]=4)=[O:20])=[C:14]([CH2:17][Cl:18])[CH2:15][S:16][C@H:11]23)=[O:8])[CH2:3][CH2:2]1.ClC1C=CC=C(C(OO)=[O:53])C=1>C(Cl)Cl>[CH:1]1([O:4][N:5]=[C:6]([C:37]2[N:38]=[C:39]([NH:42][CH:43]=[O:44])[S:40][CH:41]=2)[C:7]([NH:9][C@@H:10]2[C:35](=[O:36])[N:12]3[C:13]([C:19]([O:21][CH:22]([C:29]4[CH:30]=[CH:31][CH:32]=[CH:33][CH:34]=4)[C:23]4[CH:28]=[CH:27][CH:26]=[CH:25][CH:24]=4)=[O:20])=[C:14]([CH2:17][Cl:18])[CH2:15][S:16](=[O:53])[C@H:11]23)=[O:8])[CH2:3][CH2:2]1. Reported procedure: To a solution of benzhydryl 7β-[2-cyclopropyloxyimino-2-(2-formamidothiazol-4-yl)acetamido]-3-chloromethyl-3-cephem-4-carboxylate (syn isomer) (3 g) in methylene chloride (300 ml) was dropwise added a solution of m-chloroperbenzoic acid (0.79 g, 80% purity) in methylene chloride (10 ml) below 5° C. The mixture was stirred for 1.5 hours below 5° C. to give precipitates. The precipitates were collected, washed with methylene chloride, and dried over phosphorus pentoxide to give benzhydryl 7β-[2-cy... The reactants are OP(=O)(O)[O-].[K+] (KH2PO4), OP(=O)([O-])[O-].[K+].[K+] (K2HPO4), [Na+].[Cl-] (NaCl), Cl.CN1SC=CC1=O (2-Methyl-4-isothiazolin-3-one Hydrochloride), [Cl-].[Cl-].[Ca+2] (CaCl2), OP(=O)(O)[O-].OP(=O)([O-])[O-].[Na+].[Na+].[Na+].[Cl-].[Cl-].[K+].[K+] (phosphate buffered saline), C1[C@H]2[C@@H]([C@@H](S1)CCCCC(=O)NCCCCCC(=O)ON3C(=O)CC(C3=O)S(=O)(=O)[O-])NC(=O)N2.[Na+] (Sulfo-NHS-LC Biotin), C1[C@H]2[C@@H]([C@@H](S1)CCCCC(=O)NCCCCCC(=O)ON3C(=O)CC(C3=O)S(=O)(=O)[O-])NC(=O)N2.[Na+] (Sulfo-NHS-LC Biotin), solution, Sulfo-NHS-LC Biotin water. Run in ice. The product is OC(=O)CCCC[C@@H]1SC[C@@H]2NC(=O)N[C@H]12 (Biotin). RXN SMILES: [CH2:1]1[S:5][C@@H:4]([CH2:6][CH2:7][CH2:8][CH2:9][C:10](NCCCCCC(ON2C(=O)C(S([O-])(=O)=O)CC2=O)=O)=[O:11])[C@H:3]2[NH:32][C:33]([NH:35][C@@H:2]12)=[O:34].[Na+].[OH:37]P([O-])(O)=O.OP([O-])([O-])=O.[Na+].[Na+].[Na+].[Cl-].[Cl-].[K+].[K+].OP([O-])(O)=O.[K+].OP([O-])([O-])=O.[K+].[K+].[Na+].[Cl-].Cl.CN1C(=O)C=CS1.[Cl-].[Cl-].[Ca+2]>>[OH:37][C:10]([CH2:9][CH2:8][CH2:7][CH2:6][C@H:4]1[C@@H:3]2[C@@H:2]([NH:35][C:33]([NH:32]2)=[O:34])[CH2:1][S:5]1)=[O:11] |f:0.1,2.3.4.5.6.7.8.9.10,11.12,13.14.15,16.17,18.19,20.21.22|. Reported procedure: An EZ-Link® Sulfo-NHS-LC Biotin stock (Cat: 23224, Thermo Fisher Scientific, Rockford, Ill.) was freshly prepared by adding 300 μL of ice-cold water in a single polypropylene microcentrifuge tube containing 1.0 mg of EZ-LINK® Sulfo-NHS-LC Biotin resulting in a concentration of 5.99 nMole/μL. To a 0.25 mL solution of ANTI-FLAG® M1 antibody (4.041 mg/mL) in a microcentrifuge tube, 11 μL of the freshly prepared EZ-LINK® Sulfo-NHS-LC Biotin water solution was added. This solution was incubated and m...